This data is from the Open Reaction Database (ORD), a public repository of structured organic reaction records. The task is: describe an organic reaction: reactants, conditions, products, and yield The reactants are CC(C)OC(=NC#N)c1cccnc1, CCOCC, CO, NCc1ccc(Cl)c(Cl)c1. Yields the product N#CNC(=NCc1ccc(Cl)c(Cl)c1)c1cccnc1. Reaction SMILES: [C:1](#[N:2])[N:3]=[C:4]([O:5][CH:6]([CH3:7])[CH3:8])[c:9]1[cH:10][n:11][cH:12][cH:13][cH:14]1.[CH3:25][CH2:26][O:27][CH2:28][CH3:29].[CH3:30][OH:31].[Cl:15][c:16]1[cH:17][c:18]([CH2:19][NH2:20])[cH:21][cH:22][c:23]1[Cl:24]>>[C:1](#[N:2])[NH:3][C:4]([c:9]1[cH:10][n:11][cH:12][cH:13][cH:14]1)=[N:20][CH2:19][c:18]1[cH:17][c:16]([Cl:15])[c:23]([Cl:24])[cH:22][cH:21]1. Starting materials: ClC1=C(OC(C(=O)OCC)C)C=CC(=C1Cl)C(C1=CC=C(C=C1)OC)=O (ethyl 2,3-dichloro-4-(4'-methoxybenzoyl)phenoxy-α-methylacetate), Br (hydrogen bromide). The solvent is O (water). Yields the product ClC1=C(OC(C(=O)O)C)C=CC(=C1Cl)C(C1=CC=C(C=C1)O)=O (2,3-Dichloro-4-(4'-hydroxybenzoyl)phenoxy-α-methylacetic acid). RXN SMILES: [Cl:1][C:2]1[C:15]([Cl:16])=[C:14]([C:17](=[O:26])[C:18]2[CH:23]=[CH:22][C:21]([O:24]C)=[CH:20][CH:19]=2)[CH:13]=[CH:12][C:3]=1[O:4][CH:5]([CH3:11])[C:6]([O:8]CC)=[O:7].Br>O>[Cl:1][C:2]1[C:15]([Cl:16])=[C:14]([C:17](=[O:26])[C:18]2[CH:19]=[CH:20][C:21]([OH:24])=[CH:22][CH:23]=2)[CH:13]=[CH:12][C:3]=1[O:4][CH:5]([CH3:11])[C:6]([OH:8])=[O:7]. Procedure: A mixture of 19.34 g. of ethyl 2,3-dichloro-4-(4'-methoxybenzoyl)phenoxy-α-methylacetate and 330 ml. of 48% hydrogen bromide was rapidly stirred and refluxed for 211/2 hours. The mixture was cooled in an ice bath and diluted with 415 ml. of water, with stirring. The product was filtered and washed with ice water; m.p. 208°-212°. Starting materials: CNC(=S)NCCCSC=1OC=CN1 (N-methyl-N'-[3-(2-oxazolyl)thiopropyl]thiourea), N#CN.[Pb] (lead cyanamide). Yields the product C(#N)NC(=NCCCSC=1OC=CN1)NC (N-Cyano-N'-methyl-N"-[3-(2-oxazolyl)thiopropyl]guanidine). RXN SMILES: [CH3:1][NH:2][C:3]([NH:5][CH2:6][CH2:7][CH2:8][S:9][C:10]1[O:11][CH:12]=[CH:13][N:14]=1)=S.[N:15]#[C:16][NH2:17].[Pb]>>[C:16]([NH:17][C:3]([NH:2][CH3:1])=[N:5][CH2:6][CH2:7][CH2:8][S:9][C:10]1[O:11][CH:12]=[CH:13][N:14]=1)#[N:15] |f:1.2,^3:17|. Procedure details: Reaction of N-methyl-N'-[3-(2-oxazolyl)thiopropyl]thiourea with lead cyanamide by the procedure of Example 121 gives the title compound. The reactants are CC1CCCNC1, CC(C)=O, CNc1nc(C)nc(Cl)n1. Product: CNc1nc(C)nc(N2CCCC(C)C2)n1. RXN SMILES: [CH3:11][CH:12]1[CH2:13][NH:14][CH2:15][CH2:16][CH2:17]1.[CH3:18][C:19](=[O:20])[CH3:21].[Cl:1][c:2]1[n:3][c:4]([CH3:10])[n:5][c:6]([NH:8][CH3:9])[n:7]1>>[c:2]1([N:14]2[CH2:13][CH:12]([CH3:11])[CH2:17][CH2:16][CH2:15]2)[n:3][c:4]([CH3:10])[n:5][c:6]([NH:8][CH3:9])[n:7]1.